Dataset: the Open Reaction Database (ORD), a public repository of structured organic reaction records. Task: describe an organic reaction: reactants, conditions, products, and yield Starting materials: CI, [H-], [Na+], CN(C)C=O, O=S(Cc1cccc2c1NCCC2)c1nc2ccccc2[nH]1. The product is CN1CCCc2cccc(CS(=O)c3nc4ccccc4[nH]3)c21. RXN SMILES: [CH3:25][I:26].[H-:23].[Na+:24].[O:27]=[CH:28][N:29]([CH3:30])[CH3:31].[n:1]1[c:2]([S:10](=[O:11])[CH2:12][c:13]2[cH:14][cH:15][cH:16][c:17]3[c:22]2[NH:21][CH2:20][CH2:19][CH2:18]3)[nH:3][c:4]2[c:5]1[cH:6][cH:7][cH:8][cH:9]2>>[nH:1]1[c:2]([S:10](=[O:11])[CH2:12][c:13]2[cH:14][cH:15][cH:16][c:17]3[c:22]2[N:21]([CH3:25])[CH2:20][CH2:19][CH2:18]3)[n:3][c:4]2[c:5]1[cH:6][cH:7][cH:8][cH:9]2. The reactants are C1(C2=C(C(=O)O1)CCCC2)=O (3,4,5,6-tetrahydrophthalic anhydride), FC1=C(N)C=CC(=C1)Br (2-fluoro-4-bromoaniline). The solvent is CC(=O)C (acetone). Reaction conditions: time 2 hour. The product is FC1=C(C=CC(=C1)Br)NC(C1=C(C(=O)O)CCCC1)=O (N-(2-fluoro-4-bromophenyl)-3,4,5,6-tetrahydrophthalamic acid). RXN SMILES: [C:1]1(=[O:11])[O:6][C:4](=[O:5])[C:3]2[CH2:7][CH2:8][CH2:9][CH2:10][C:2]1=2.[F:12][C:13]1[CH:19]=[C:18]([Br:20])[CH:17]=[CH:16][C:14]=1[NH2:15]>CC(C)=O>[F:12][C:13]1[CH:19]=[C:18]([Br:20])[CH:17]=[CH:16][C:14]=1[NH:15][C:4](=[O:5])[C:3]1[CH2:7][CH2:8][CH2:9][CH2:10][C:2]=1[C:1]([OH:6])=[O:11]. Procedure details: 3,4,5,6-tetrahydrophthalic anhydride (16.0 g) and 2-fluoro-4-bromoaniline (20.0 g) were added to acetone (100 ml) and, after stirring at 40°-45° C. for 2 hours, the mixture was concentrated to dryness under reduced pressure. The resultant crystals were washed with n-hexane. Yield 30.3 g.; m.p. 98°-99° C. The reactants are C(C)(C)(C)NC(C1=CC(=CC=C1)C(C(C)C)N1CCNCC1)=O (N-tert-butyl-3-(2-methyl-1-(piperazin-1-yl)propyl)benzamide), NC1=C(C=C(C(=O)O)C=C1)F (4-amino-3-fluorobenzoic acid), C(C)N(C(C)C)C(C)C (N-ethyl-N-isopropylpropan-2-amine), CCCP1(=O)OP(=O)(OP(=O)(O1)CCC)CCC (1-propanephosphonic acid cyclic anhydride). Run in ClCCl (dichloromethane). Conditions: time 2 hour. Yields the product NC1=C(C=C(C(=O)N2CCN(CC2)C(C(C)C)C=2C=C(C(=O)NC(C)(C)C)C=CC2)C=C1)F (3-(1-(4-(4-Amino-3-fluorobenzoyl)piperazin-1-yl)-2-methylpropyl)-N-tert-butylbenzamide). The yield is 60.4%. As a reaction SMILES: [C:1]([NH:5][C:6](=[O:23])[C:7]1[CH:12]=[CH:11][CH:10]=[C:9]([CH:13]([N:17]2[CH2:22][CH2:21][NH:20][CH2:19][CH2:18]2)[CH:14]([CH3:16])[CH3:15])[CH:8]=1)([CH3:4])([CH3:3])[CH3:2].[NH2:24][C:25]1[CH:33]=[CH:32][C:28]([C:29](O)=[O:30])=[CH:27][C:26]=1[F:34].C(N(C(C)C)C(C)C)C.CCCP1(OP(CCC)(=O)OP(CCC)(=O)O1)=O>ClCCl>[NH2:24][C:25]1[CH:33]=[CH:32][C:28]([C:29]([N:20]2[CH2:19][CH2:18][N:17]([CH:13]([C:9]3[CH:8]=[C:7]([CH:12]=[CH:11][CH:10]=3)[C:6]([NH:5][C:1]([CH3:3])([CH3:4])[CH3:2])=[O:23])[CH:14]([CH3:16])[CH3:15])[CH2:22][CH2:21]2)=[O:30])=[CH:27][C:26]=1[F:34]. Reported procedure: A mixture of N-tert-butyl-3-(2-methyl-1-(piperazin-1-yl)propyl)benzamide (13.6 mg, 0.043 mmol), 4-amino-3-fluorobenzoic acid (10 mg, 0.065 mmol), N-ethyl-N-isopropylpropan-2-amine (11 mg, 0.086 mmol) and 1-propanephosphonic acid cyclic anhydride (55 mg, 0.086 mmol, 50% solution in ethyl acetate) in dichloromethane (2.0 mL) was stirred at room temperature for 2 hours. The mixture was treated with strong cation exchange column chromatography and purified with silica column chromatography (eluting ... The reactants are BrC=1C=CC(=C(C#N)C1)F (5-Bromo-2-fluorobenzonitrile), NCCN1CCOCC1 (4-(2-aminoethyl)morpholine), C(O)([O-])=O.[Na+] (sodium hydrogen carbonate). The solvent is C(C)#N (acetonitrile). Yields the product BrC=1C=CC(=C(C#N)C1)NCCN1CCOCC1 (5-Bromo-2-(2-morpholin-4-yl-ethylamino)benzonitrile). The yield is 49.7%. Reaction SMILES: [Br:1][C:2]1[CH:3]=[CH:4][C:5](F)=[C:6]([CH:9]=1)[C:7]#[N:8].[NH2:11][CH2:12][CH2:13][N:14]1[CH2:19][CH2:18][O:17][CH2:16][CH2:15]1.C(=O)([O-])O.[Na+]>C(#N)C>[Br:1][C:2]1[CH:3]=[CH:4][C:5]([NH:11][CH2:12][CH2:13][N:14]2[CH2:19][CH2:18][O:17][CH2:16][CH2:15]2)=[C:6]([CH:9]=1)[C:7]#[N:8] |f:2.3|. Procedure details: 5-Bromo-2-fluorobenzonitrile (1.0 g) and 4-(2-aminoethyl)morpholine (0.65 g) were mixed together in acetonitrile (5 ml) at 70° C. for 4 hours, cooled and poured into a solution of aqueous sodium hydrogen carbonate and was extracted into ethyl acetate, dried over anhydrous magnesium sulfate and concentrated. The residue was purified by chromatography on silica gel eluting with 2.5% methanol in dichloromethane containing 1% triethylamine to afford the sub-titled compound as an oil (0.77 g). Reactants: FC(C(=O)C1=CC=CC=C1)(F)F (2,2,2-Trifluoroacetophenone), C(C)OC([C@@H](N)CC(C)C)=O (L-leucine ethyl ester), C(=O)([O-])[O-].[K+].[K+] (K2CO3). The solvent is CO (MeOH). Run at temperature 50 celsius. Product: [K+].FC(C(C1=CC=CC=C1)=N[C@@H](CC(C)C)C(=O)[O-])(F)F (N-(2,2,2-TRIFLUORO-1-PHENYLETHYLIDENE)-L-LEUCINE POTASSIUM SALT). As a reaction SMILES: [F:1][C:2]([F:12])([F:11])[C:3]([C:5]1[CH:10]=[CH:9][CH:8]=[CH:7][CH:6]=1)=O.C([O:15][C:16](=[O:23])[C@H:17]([CH2:19][CH:20]([CH3:22])[CH3:21])[NH2:18])C.C([O-])([O-])=O.[K+:28].[K+]>CO>[K+:28].[F:1][C:2]([F:12])([F:11])[C:3](=[N:18][C@H:17]([C:16]([O-:23])=[O:15])[CH2:19][CH:20]([CH3:22])[CH3:21])[C:5]1[CH:10]=[CH:9][CH:8]=[CH:7][CH:6]=1 |f:2.3.4,6.7|. Procedure: 2,2,2-Trifluoroacetophenone (4.24 g, 24.3 mmol) was added to a mixture of L-leucine ethyl ester (3.52 g, 22.1 mmol) and K2CO3 (2.90 g, 20.9 mmol) in MeOH (50 mL). The mixture was warmed to 50° C. for 18 h. The mixture was cooled to 20–25° C., filtered and concentrated. The residue was suspended in TBME (100 ml) and filtered to give the title compound as a white solid. The reactants are O=C([O-])O, CC(C)(C)OC(=O)CN1C(c2ccccc2)COC1C(c1ccccc1)c1ccccc1, CC(C)[N-]C(C)C, CC(C)C=O, [Li+], [Na+], C1CCOC1. The product is CC(C)C(O)C(C(=O)OC(C)(C)C)N1C(c2ccccc2)COC1C(c1ccccc1)c1ccccc1. RXN SMILES: [C:46](=[O:47])([OH:48])[O-:49].[CH:1]([c:2]1[cH:3][cH:4][cH:5][cH:6][cH:7]1)([c:8]1[cH:9][cH:10][cH:11][cH:12][cH:13]1)[CH:14]1[O:15][CH2:16][CH:17]([c:27]2[cH:28][cH:29][cH:30][cH:31][cH:32]2)[N:18]1[CH2:19][C:20](=[O:21])[O:22][C:23]([CH3:24])([CH3:25])[CH3:26].[CH:33]([N-:34][CH:35]([CH3:36])[CH3:37])([CH3:38])[CH3:39].[CH:41]([CH:42]([CH3:43])[CH3:44])=[O:45].[Li+:40].[Na+:50].[O:51]1[CH2:52][CH2:53][CH2:54][CH2:55]1>>[CH:1]([c:2]1[cH:3][cH:4][cH:5][cH:6][cH:7]1)([c:8]1[cH:9][cH:10][cH:11][cH:12][cH:13]1)[CH:14]1[O:15][CH2:16][CH:17]([c:27]2[cH:28][cH:29][cH:30][cH:31][cH:32]2)[N:18]1[CH:19]([C:20](=[O:21])[O:22][C:23]([CH3:24])([CH3:25])[CH3:26])[CH:41]([CH:42]([CH3:43])[CH3:44])[OH:45]. Reactants: C(C)OC(CC1=C(C=C(C=C1)C#CC=1C=C2C(CN(CC2=CC1)C1CC1)(C)C)F)=O ([4-(2-cyclopropyl-4,4-dimethyl-1,2,3,4-tetrahydro-isoquinolin-6-ylethynyl)-2-fluoro-phenyl]-acetic acid ethyl ester), O1CCCC1 (tetrahydrofuran), O.[OH-].[Li+] (lithium hydroxide monohydrate), C(C)OC(CC1=C(C=C(C=C1)C#CC=1C=C2C(CN(CC2=CC1)C1CC1)(C)C)F)=O ([4-(2-cyclopropyl-4,4-dimethyl-1,2,3,4-tetrahydro-isoquinolin-6-ylethynyl)-2-fluoro-phenyl]-acetic acid ethyl ester), CO (methanol). Run in O (water). The product is C1(CC1)N1CC2=CC=C(C=C2C(C1)(C)C)C#CC1=CC(=C(C=C1)CC(=O)O)F ([4-(2-Cyclopropyl-4,4-dimethyl-1,2,3,4-tetrahydro-isoquinolin-6-yl-ethynyl)-2-fluoro-phenyl]-acetic acid). RXN SMILES: C([O:3][C:4](=[O:30])[CH2:5][C:6]1[CH:11]=[CH:10][C:9]([C:12]#[C:13][C:14]2[CH:15]=[C:16]3[C:21](=[CH:22][CH:23]=2)[CH2:20][N:19]([CH:24]2[CH2:26][CH2:25]2)[CH2:18][C:17]3([CH3:28])[CH3:27])=[CH:8][C:7]=1[F:29])C.CO.O1CCCC1.O.[OH-].[Li+]>O>[CH:24]1([N:19]2[CH2:18][C:17]([CH3:28])([CH3:27])[C:16]3[C:21](=[CH:22][CH:23]=[C:14]([C:13]#[C:12][C:9]4[CH:10]=[CH:11][C:6]([CH2:5][C:4]([OH:30])=[O:3])=[C:7]([F:29])[CH:8]=4)[CH:15]=3)[CH2:20]2)[CH2:26][CH2:25]1 |f:3.4.5|. Procedure details: Following general procedure J and using [4-(2-cyclopropyl-4,4-dimethyl-1,2,3,4-tetrahydro-isoquinolin-6-ylethynyl)-2-fluoro-phenyl]-acetic acid ethyl ester (Compound 21, 0.055 g, 0.135 mmol), methanol (2 mL), tetrahydrofuran (4 mL), water (1 mL) and lithium hydroxide monohydrate (0.117 g, 2.97 mmol) the title compound was obtained as a pale yellow solid foam (0.040 g, 78%).